This data is from the Open Reaction Database (ORD), a public repository of structured organic reaction records. The task is: describe an organic reaction: reactants, conditions, products, and yield Starting materials: [Si](C)(C)(C(C)(C)C)O[C@@H]1CC[C@@H](N(C1)C(=O)OC(C)(C)C)CCN1C(COC2=C1C=C(C=C2)C#N)=O (tert-butyl (2R,5R)-5-{[tert-butyl(dimethyl)silyl]oxy}-2-[2-(6-cyano-3-oxo-2,3-dihydro-4H-1,4-benzoxazin-4-yl)ethyl]piperidine-1-carboxylate), [Si](C)(C)(C(C)(C)C)O[C@@H]1CC[C@@H](N(C1)C(=O)OC(C)(C)C)CCN1C(COC2=C1C=C(C=C2)C#N)=O (tert-butyl (2R,5R)-5-{[tert-butyl(dimethyl)silyl]oxy}-2-[2-(6-cyano-3-oxo-2,3-dihydro-4H-1,4-benzoxazin-4-yl)ethyl]piperidine-1-carboxylate), [F-].C(CCC)[N+](CCCC)(CCCC)CCCC (tetrabutylammonium fluoride). Reported procedure: To a solution of tert-butyl (2R,5R)-5-{[tert-butyl(dimethyl)silyl]oxy}-2-[2-(6-cyano-3-oxo-2,3-dihydro-4H-1,4-benzoxazin-4-yl)ethyl]piperidine-1-carboxylate (Intermediate 186, 1.01 g) in THF (10 mL) was added tetrabutylammonium fluoride (TBAF) (4 mL). After 5 hours, the reaction was diluted with ethyl acetate, washed with NaHCO3 and brine, dried over sodium sulfate and concentrated. The crude reaction mixture was used without further purification in the next step. Product: C(#N)C=1C=CC2=C(N(C(CO2)=O)CC[C@@H]2N(C[C@@H](CC2)O)C(=O)OC(C)(C)C)C1 (tert-Butyl (2R,5R)-2-[2-(6-cyano-3-oxo-2,3-dihydro-4H-1,4-benzoxazin-4-yl)ethyl]-5-hydroxypiperidine-1-carboxylate). Conditions: time 5 hour. Run in C(C)(=O)OCC (ethyl acetate), C1CCOC1 (THF). As a reaction SMILES: [Si]([O:8][C@H:9]1[CH2:14][N:13]([C:15]([O:17][C:18]([CH3:21])([CH3:20])[CH3:19])=[O:16])[C@@H:12]([CH2:22][CH2:23][N:24]2[C:29]3[CH:30]=[C:31]([C:34]#[N:35])[CH:32]=[CH:33][C:28]=3[O:27][CH2:26][C:25]2=[O:36])[CH2:11][CH2:10]1)(C(C)(C)C)(C)C.[F-].C([N+](CCCC)(CCCC)CCCC)CCC>C1COCC1.C(OCC)(=O)C>[C:34]([C:31]1[CH:32]=[CH:33][C:28]2[O:27][CH2:26][C:25](=[O:36])[N:24]([CH2:23][CH2:22][C@H:12]3[CH2:11][CH2:10][C@@H:9]([OH:8])[CH2:14][N:13]3[C:15]([O:17][C:18]([CH3:20])([CH3:19])[CH3:21])=[O:16])[C:29]=2[CH:30]=1)#[N:35] |f:1.2|. Reactants: CO, Cl, [Na+], O=C([O-])O, CC(=O)Nc1ccc(S(=O)(=O)N2C=CC(CCO)Sc3ccccc32)cc1. Yields the product Nc1ccc(S(=O)(=O)N2C=CC(CCO)Sc3ccccc32)cc1. RXN SMILES: [CH3:34][OH:35].[ClH:33].[Na+:32].[O-:28][C:29]([OH:30])=[O:31].[OH:1][CH2:2][CH2:3][CH:4]1[S:5][c:6]2[c:7]([cH:24][cH:25][cH:26][cH:27]2)[N:8]([S:11](=[O:12])(=[O:13])[c:14]2[cH:15][cH:16][c:17]([NH:20][C:21](=[O:22])[CH3:23])[cH:18][cH:19]2)[CH:9]=[CH:10]1>>[OH:1][CH2:2][CH2:3][CH:4]1[S:5][c:6]2[c:7]([cH:24][cH:25][cH:26][cH:27]2)[N:8]([S:11](=[O:12])(=[O:13])[c:14]2[cH:15][cH:16][c:17]([NH2:20])[cH:18][cH:19]2)[CH:9]=[CH:10]1.